Dataset: the Open Reaction Database (ORD), a public repository of structured organic reaction records. Task: describe an organic reaction: reactants, conditions, products, and yield The reactants are [H-].[Al+3].[Li+].[H-].[H-].[H-] (lithium aluminum hydride), [Cl-].FC1=CC=C(C=C1)C(=C(CO)C1=NN=NN1C(C)C)C1=CC=C(C=C1)F (3,3-Bis(4-fluorophenyl)-2-[1-(1-methylethyl)-1H-tetrazol-5-yl]-2-propenolchloride), OS(=O)(=O)O (H2SO4). Solvent: O1CCCC1 (tetrahydrofuran). Product: FC1=CC=C(C=C1)C(=C(CO)C1=NN=NN1C(C)C)C1=CC=C(C=C1)F (3,3-Bis(4-fluorophenyl)-2-[1-(1-methylethyl)-1H-tetrazol-5-yl]-2-propenol). As a reaction SMILES: [Cl-].[F:2][C:3]1[CH:8]=[CH:7][C:6]([C:9]([C:21]2[CH:26]=[CH:25][C:24]([F:27])=[CH:23][CH:22]=2)=[C:10]([C:13]2[N:17]([CH:18]([CH3:20])[CH3:19])[N:16]=[N:15][N:14]=2)[CH2:11][OH:12])=[CH:5][CH:4]=1.[H-].[Al+3].[Li+].[H-].[H-].[H-].OS(O)(=O)=O>O1CCCC1>[F:2][C:3]1[CH:8]=[CH:7][C:6]([C:9]([C:21]2[CH:26]=[CH:25][C:24]([F:27])=[CH:23][CH:22]=2)=[C:10]([C:13]2[N:17]([CH:18]([CH3:20])[CH3:19])[N:16]=[N:15][N:14]=2)[CH2:11][OH:12])=[CH:5][CH:4]=1 |f:0.1,2.3.4.5.6.7|. Procedure details: The acid chloride prepared in Step B was dissolved in 20 ml of dry tetrahydrofuran followed by the slow addition of 1.8 mL of lithium aluminum hydride (1.0 Molar in tetrahydrofran) under an argon atmosphere at -78° C. Analytical TLC eluted once with 30% EtOAc in hexanes (v/v) showed the alcohol product at Rf =0.46. The crude reaction mixture was poured into dilute H2SO4 (2N in H2O) and the desired product was extracted with three portions (40 mL×3)) of diethyl ether. The organic extracts were co... Starting materials: C(C)(C)(C)OC(=O)N1CC2CN(CC2C1)C1=C(C=CC=C1)C#N (5-(2-cyano-phenyl)-hexahydro-pyrrolo[3,4-c]pyrrole-2-carboxylic acid tert-butyl ester), [H][H] (hydrogen). The reagents and catalysts are [Ni] (Raney Nickel). Solvent: N.CCO (NH3 EtOH). Run at time 2.5 hour. The product is C(C)(C)(C)OC(=O)N1CC2CN(CC2C1)C1=C(C=CC=C1)CN (5-(2-Aminomethyl-phenyl)-hexahydro-pyrrolo[3,4-c]pyrrole-2-carboxylic acid tert-butyl ester). The yield is 91.9%. Reaction SMILES: [C:1]([O:5][C:6]([N:8]1[CH2:15][CH:14]2[CH:10]([CH2:11][N:12]([C:16]3[CH:21]=[CH:20][CH:19]=[CH:18][C:17]=3[C:22]#[N:23])[CH2:13]2)[CH2:9]1)=[O:7])([CH3:4])([CH3:3])[CH3:2].[H][H]>N.CCO.[Ni]>[C:1]([O:5][C:6]([N:8]1[CH2:9][CH:10]2[CH:14]([CH2:13][N:12]([C:16]3[CH:21]=[CH:20][CH:19]=[CH:18][C:17]=3[CH2:22][NH2:23])[CH2:11]2)[CH2:15]1)=[O:7])([CH3:4])([CH3:2])[CH3:3] |f:2.3|. Reported procedure: To a solution of 5-(2-cyano-phenyl)-hexahydro-pyrrolo[3,4-c]pyrrole-2-carboxylic acid tert-butyl ester (150 mg, 0.48 mmol) in NH3/EtOH (2M, 10 mL) was added Raney Nickel (3 mL slurry in water). The atmosphere was exchanged with hydrogen via balloon and the mixture was allowed to stir for 2.5 h. After this time the mixture was filtered through celite and concentrated to yield the title compound (140 mg). m/z (M+1) 318.29. The reactants are C1(=C(C=CC=C1)C(CCCC(=O)OC)N)C1=CC=CC=C1 (methyl 5-([1,1′-biphenyl]-2-yl)-5-aminopentanoate), CC=1SC=C(N1)C=1C=C(C=O)C=CC1 (3-(2-methylthiazol-4-yl)benzaldehyde). Product: C1(=C(C=CC=C1)C1CCCC(N1CC1=CC(=CC=C1)C=1N=C(SC1)C)=O)C1=CC=CC=C1 (6-([1,1′-biphenyl]-2-yl)-1-(3-(2-methylthiazol-4-yl)benzyl)piperidin-2-one). RXN SMILES: [C:1]1([C:16]2[CH:21]=[CH:20][CH:19]=[CH:18][CH:17]=2)[CH:6]=[CH:5][CH:4]=[CH:3][C:2]=1[CH:7]([NH2:15])[CH2:8][CH2:9][CH2:10][C:11]([O:13]C)=O.[CH3:22][C:23]1[S:24][CH:25]=[C:26]([C:28]2[CH:29]=[C:30]([CH:33]=[CH:34][CH:35]=2)[CH:31]=O)[N:27]=1>>[C:1]1([C:16]2[CH:21]=[CH:20][CH:19]=[CH:18][CH:17]=2)[CH:6]=[CH:5][CH:4]=[CH:3][C:2]=1[CH:7]1[N:15]([CH2:31][C:30]2[CH:33]=[CH:34][CH:35]=[C:28]([C:26]3[N:27]=[C:23]([CH3:22])[S:24][CH:25]=3)[CH:29]=2)[C:11](=[O:13])[CH2:10][CH2:9][CH2:8]1. Procedure: Prepared according to the described general procedure 1 (GP1) by reaction of methyl 5-([1,1′-biphenyl]-2-yl)-5-aminopentanoate with commercially available 3-(2-methylthiazol-4-yl)benzaldehyde. Subsequent purification by preparative HPLC afforded the target compound. LC-MS (conditions A): tR=0.95 min.; [M+H]+: 439.10 g/mol.